This data is from the Open Reaction Database (ORD), a public repository of structured organic reaction records. The task is: describe an organic reaction: reactants, conditions, products, and yield Starting materials: C(C(=O)C1=CC=CC=C1)Br (phenacyl bromide), CN(C=O)C (dimethylformamide), CN(C=O)C (dimethylformamide), N1(CCCC1)C1=CCSCC1 (5,6-dihydro-4-(1-pyrrolidinyl)-2H-thiopyran). Run in O (H2O). Conditions: time 2 hour. The product is C(C(=O)C1=CC=CC=C1)C1CSCCC1=O (3-phenacyl-2,3,5,6-tetrahydrothiopyran-4-one). RXN SMILES: [CH2:1](Br)[C:2]([C:4]1[CH:9]=[CH:8][CH:7]=[CH:6][CH:5]=1)=[O:3].CN(C)[CH:13]=[O:14].N1(C2[CH2:26][CH2:25][S:24][CH2:23][CH:22]=2)CCCC1>O>[CH2:1]([CH:22]1[C:13](=[O:14])[CH2:26][CH2:25][S:24][CH2:23]1)[C:2]([C:4]1[CH:9]=[CH:8][CH:7]=[CH:6][CH:5]=1)=[O:3]. Procedure: A solution of 56.3 g (0.28 mole) of phenacyl bromide in 100 ml. of dimethylformamide is added dropwise during 20 minutes under nitrogen to a cold stirred solution of 47.6 g (0.28 mole) of 5,6-dihydro-4-(1-pyrrolidinyl)-2H-thiopyran and 300 ml. of anhydrous dimethylformamide. After 2 hours, the solution is diluted with H2O and extracted with chloroform. The chloroform solution is washed with water, dried over magnesium sulfate and concentrated. The product is crystallized from ethanol to give cry...